describe an organic reaction: reactants, conditions, products, and yield From a dataset of the Open Reaction Database (ORD), a public repository of structured organic reaction records. As a reaction SMILES: [CH2:3]([O:4][P:5]([O:6][CH2:7][CH3:8])(=[O:9])[CH2:11][C:12](=[O:13])[O:14][CH3:15])[CH3:10].[CH3:16][O:17][c:18]1[n:19][cH:20][c:21]([CH:24]=[O:25])[cH:22][cH:23]1.[CH3:26][c:27]1[cH:28][cH:29][cH:30][cH:31][cH:32]1.[H-:2].[Na+:1]>>[CH:11]([C:12](=[O:13])[O:14][CH3:15])=[CH:24][c:21]1[cH:20][n:19][c:18]([O:17][CH3:16])[cH:23][cH:22]1. The reactants are CCOP(=O)(CC(=O)OC)OCC, COc1ccc(C=O)cn1, Cc1ccccc1, [H-], [Na+]. The product is COC(=O)C=Cc1ccc(OC)nc1. The reactants are OCCCOC(CCCCCCCCCCCCC\C=C/CCCCCCCC)=O (1-hydroxy-3-(z-15-tetracosenoyloxy)propane), petroleum ether-ethyl ether acetic acid, mono-ester, C(CCCC\C=C/C\C=C/C\C=C/CCCCC)(=O)O (z,z,z-6,9,12-octadecatrienoic acid), [PH2](=O)O (hypophosphorous acid). Run in petroleum ether. Run at temperature 160 celsius, time 5 hour. Product: C(CCCC\C=C/C\C=C/C\C=C/CCCCC)(=O)OCCCOC(CCCCCCCCCCCCC\C=C/CCCCCCCC)=O (1-(z,z,z-6,9,12-octadecatrienoyloxy)-3-(z-15-tetracosenoyloxy)propane). As a reaction SMILES: [OH:1][CH2:2][CH2:3][CH2:4][O:5][C:6](=[O:30])[CH2:7][CH2:8][CH2:9][CH2:10][CH2:11][CH2:12][CH2:13][CH2:14][CH2:15][CH2:16][CH2:17][CH2:18][CH2:19]/[CH:20]=[CH:21]\[CH2:22][CH2:23][CH2:24][CH2:25][CH2:26][CH2:27][CH2:28][CH3:29].[C:31](O)(=[O:49])[CH2:32][CH2:33][CH2:34][CH2:35]/[CH:36]=[CH:37]\[CH2:38]/[CH:39]=[CH:40]\[CH2:41]/[CH:42]=[CH:43]\[CH2:44][CH2:45][CH2:46][CH2:47][CH3:48].[PH2](O)=O>>[C:31]([O:1][CH2:2][CH2:3][CH2:4][O:5][C:6](=[O:30])[CH2:7][CH2:8][CH2:9][CH2:10][CH2:11][CH2:12][CH2:13][CH2:14][CH2:15][CH2:16][CH2:17][CH2:18][CH2:19]/[CH:20]=[CH:21]\[CH2:22][CH2:23][CH2:24][CH2:25][CH2:26][CH2:27][CH2:28][CH3:29])(=[O:49])[CH2:32][CH2:33][CH2:34][CH2:35]/[CH:36]=[CH:37]\[CH2:38]/[CH:39]=[CH:40]\[CH2:41]/[CH:42]=[CH:43]\[CH2:44][CH2:45][CH2:46][CH2:47][CH3:48]. Procedure: A mixture of 1-hydroxy-3-(z-15-tetracosenoyloxy)propane, prepared according to Description 3, (0.045 mol, 19.0 g), z,z,z-6,9,12-octadecatrienoic acid (0.054 mol, 15.0 g) and hypophosphorous acid (0.4 g) was heated with stirring to 160° C. under nitrogen. After 5 h, TLC (80:18:2 petroleum ether-ethyl ether-acetic acid) indicated that most of the mono-ester had reacted (Rf: 0.60). The mixture was cooled down to room temperature and petroleum ether (800 mL) was added. The resulting solution was was...